describe an organic reaction: reactants, conditions, products, and yield From a dataset of the Open Reaction Database (ORD), a public repository of structured organic reaction records. The reactants are Cc1cc(I)c2c(c1Oc1ccc(OCc3ccccc3)c(C(C)C)c1)CCC2, CN1CCCC1=O, N#C[K]. The product is Cc1cc(C#N)c2c(c1Oc1ccc(OCc3ccccc3)c(C(C)C)c1)CCC2. RXN SMILES: [CH2:1]([c:2]1[cH:3][cH:4][cH:5][cH:6][cH:7]1)[O:8][c:9]1[c:10]([CH:27]([CH3:28])[CH3:29])[cH:11][c:12]([O:13][c:14]2[c:15]3[c:19]([c:20]([I:24])[cH:21][c:22]2[CH3:23])[CH2:18][CH2:17][CH2:16]3)[cH:25][cH:26]1.[CH3:33][N:34]1[CH2:35][CH2:36][CH2:37][C:38]1=[O:39].[K:30][C:31]#[N:32]>>[CH2:1]([c:2]1[cH:3][cH:4][cH:5][cH:6][cH:7]1)[O:8][c:9]1[c:10]([CH:27]([CH3:28])[CH3:29])[cH:11][c:12]([O:13][c:14]2[c:15]3[c:19]([c:20]([C:31]#[N:32])[cH:21][c:22]2[CH3:23])[CH2:18][CH2:17][CH2:16]3)[cH:25][cH:26]1. Starting materials: CC(C)N1S(NC2=C(C1=O)C=CC=C2)(=O)=O (3-(1-methylethyl)-1H-2,1,3-benzothiadiazin-4(3H)-one- -2,2-dioxide), CC(C)([O-])C.[K+] (potassium t-butoxide), resultant mixture, ClCC(=O)Cl (chloroacetyl chloride). Run in C(C)#N (acetonitrile). The product is ClCC(=O)N1S(N(C(C2=C1C=CC=C2)=O)C(C)C)(=O)=O (1-(2-chloroacetyl)-3-(1-methylethyl)- -1H-2,1,3-benzothiadiazin-4 (3H)-one-2,2-dioxide). As a reaction SMILES: [CH3:1][CH:2]([N:4]1[C:9](=[O:10])[C:8]2[CH:11]=[CH:12][CH:13]=[CH:14][C:7]=2[NH:6][S:5]1(=[O:16])=[O:15])[CH3:3].CC(C)([O-])C.[K+].[Cl:23][CH2:24][C:25](Cl)=[O:26]>C(#N)C>[Cl:23][CH2:24][C:25]([N:6]1[C:7]2[CH:14]=[CH:13][CH:12]=[CH:11][C:8]=2[C:9](=[O:10])[N:4]([CH:2]([CH3:1])[CH3:3])[S:5]1(=[O:16])=[O:15])=[O:26] |f:1.2|. Reported procedure: To 100 ml of acetonitrile was added 10.0 g of 3-(1-methylethyl)-1H-2,1,3-benzothiadiazin-4(3H)-one- -2,2-dioxide and 4.9 g of potassium t-butoxide. The mixture was stirred vigorously and 3.3 ml of chloroacetyl chloride in 50 ml acetanitrile was added dropwise over a 0.5 hour period. The resultant mixture as stirred overnight, filtered and the solvent removed from the filtrate in vacuo. The residue was washed with carbon tetrachloride and filtered. The tan granular precipitate was dissolved in 50... Starting materials: [CH2]C, CC(=O)[O-], CCO, CCOC(=O)c1ccc(C=Cc2ccc3c(c2)C(=O)CCC3(C)C)cc1, Cl, [Na+], CON, C1CCOC1. Product: CC1(C)CCC(=O)c2cc(C=Cc3ccc(C(=O)O)cc3)ccc21. Reaction SMILES: [CH2:1][CH3:2].[CH3:34][C:35](=[O:36])[O-:37].[CH3:38][CH2:39][OH:40].[CH3:3][C:4]1([CH3:28])[c:5]2[cH:6][cH:7][c:8]([CH:15]=[CH:16][c:17]3[cH:18][cH:19][c:20]([C:21](=[O:22])[O:23][CH2:24][CH3:25])[cH:26][cH:27]3)[cH:9][c:10]2[C:11](=[O:14])[CH2:12][CH2:13]1.[ClH:29].[Na+:33].[O:30]([NH2:31])[CH3:32].[O:41]1[CH2:42][CH2:43][CH2:44][CH2:45]1>>[CH3:3][C:4]1([CH3:28])[c:5]2[cH:6][cH:7][c:8]([CH:15]=[CH:16][c:17]3[cH:18][cH:19][c:20]([C:21](=[O:22])[OH:23])[cH:26][cH:27]3)[cH:9][c:10]2[C:11](=[O:14])[CH2:12][CH2:13]1. Starting materials: O=C(O)c1ccc(-c2nn(Cc3ccccc3)c3ccccc23)o1, [Cl-], Cl, [K+], [K+], NO, O=C([O-])[O-], CN(C)C=O, O, O=S(Cl)Cl. Yields the product O=C(NO)c1ccc(-c2nn(Cc3ccccc3)c3ccccc23)o1. As a reaction SMILES: [CH2:1]([c:2]1[cH:3][cH:4][cH:5][cH:6][cH:7]1)[n:8]1[n:9][c:10](-[c:17]2[o:18][c:19]([C:22](=[O:23])[OH:24])[cH:20][cH:21]2)[c:11]2[cH:12][cH:13][cH:14][cH:15][c:16]12.[Cl-:29].[ClH:32].[K+:33].[K+:34].[NH2:30][OH:31].[O-:35][C:36]([O-:37])=[O:38].[O:40]=[CH:41][N:42]([CH3:43])[CH3:44].[OH2:39].[S:25]([Cl:26])([Cl:27])=[O:28]>>[CH2:1]([c:2]1[cH:3][cH:4][cH:5][cH:6][cH:7]1)[n:8]1[n:9][c:10](-[c:17]2[o:18][c:19]([C:22](=[O:24])[NH:30][OH:31])[cH:20][cH:21]2)[c:11]2[cH:12][cH:13][cH:14][cH:15][c:16]12. Starting materials: CN(C)C=O, CC(CCOS(C)(=O)=O)=C(F)F, Cc1nn(-c2ccccc2)cc1C(=O)O, [Na+], O, O=C([O-])O. Product: CC(CCOC(=O)c1cn(-c2ccccc2)nc1C)=C(F)F. As a reaction SMILES: [CH3:1][N:2]([CH3:3])[CH:4]=[O:5].[CH3:21][S:22]([O:23][CH2:26][CH2:27][C:28](=[C:29]([F:30])[F:31])[CH3:32])(=[O:24])=[O:25].[CH3:6][c:7]1[n:8][n:9](-[c:15]2[cH:16][cH:17][cH:18][cH:19][cH:20]2)[cH:10][c:11]1[C:12](=[O:13])[OH:14].[Na+:33].[OH2:38].[OH:34][C:35](=[O:36])[O-:37]>>[CH3:6][c:7]1[n:8][n:9](-[c:15]2[cH:16][cH:17][cH:18][cH:19][cH:20]2)[cH:10][c:11]1[C:12](=[O:13])[O:14][CH2:26][CH2:27][C:28](=[C:29]([F:30])[F:31])[CH3:32]. Reactants: O (water), COC1=C(CN2C=C(C(C3=CC=C(N=C23)N2[C@@H](CC2)CO)=O)C(=O)OCC)C=CC(=C1)OC (ethyl 1-(2,4-dimethoxybenzyl)-7-(2-(S)-hydroxymethyl-azetidin-1-yl)-4-oxo-1,4-dihydro-[1,8]naphthyridine-3-carboxylate), [OH-].[Li+] (lithium hydroxide), Cl (hydrochloric acid). Run in C(C)O (ethanol). Yields the product COC1=C(CN2C=C(C(C3=CC=C(N=C23)N2[C@@H](CC2)CO)=O)C(=O)O)C=CC(=C1)OC (1-(2,4-dimethoxybenzyl)-7-(2-(S)-hydroxymethyl-azetidin-1-yl)-4-oxo-1,4-dihydro-[1,8]naphthyridine-3-carboxylic acid). As a reaction SMILES: [CH3:1][O:2][C:3]1[CH:31]=[C:30]([O:32][CH3:33])[CH:29]=[CH:28][C:4]=1[CH2:5][N:6]1[C:15]2[C:10](=[CH:11][CH:12]=[C:13]([N:16]3[CH2:19][CH2:18][C@H:17]3[CH2:20][OH:21])[N:14]=2)[C:9](=[O:22])[C:8]([C:23]([O:25]CC)=[O:24])=[CH:7]1.[OH-].[Li+].Cl.O>C(O)C>[CH3:1][O:2][C:3]1[CH:31]=[C:30]([O:32][CH3:33])[CH:29]=[CH:28][C:4]=1[CH2:5][N:6]1[C:15]2[C:10](=[CH:11][CH:12]=[C:13]([N:16]3[CH2:19][CH2:18][C@H:17]3[CH2:20][OH:21])[N:14]=2)[C:9](=[O:22])[C:8]([C:23]([OH:25])=[O:24])=[CH:7]1 |f:1.2|. Reported procedure: A mixture of EXAMPLE 4A (1 g) and 0.1M lithium hydroxide (40 mL) in ethanol (50 mL) was stirred for 24 hours, adjusted to pH 4 with 1M hydrochloric acid, treated with water, and filtered.